This data is from the Open Reaction Database (ORD), a public repository of structured organic reaction records. The task is: describe an organic reaction: reactants, conditions, products, and yield Starting materials: NC=1C=C2C=NC(=NC2=CC1)C1=CC2=C(C=C1)OCO2 (6-amino-2-(3,4-methylendi-oxy-phenyl)-quinazoline), C(C)(SCC1=CC2=CC=CC=C2C=C1)=N (S-2-naphthylmethyl thioacetimidate), C(C)(SCC1=CC2=CC=CC=C2C=C1)=N (S-2-naphthylmethyl thioacetimidate). Run in C(C)O (ethanol). Run at time 24 hour. The product is O1COC2=C1C=CC(=C2)C2=NC1=CC=C(C=C1C=N2)NC(C)=N (N-[2-(1,3-benzodioxol-5-yl)quinazolin-6-yl]acetamidine). Yield: 42.0%. RXN SMILES: [NH2:1][C:2]1[CH:3]=[C:4]2[C:9](=[CH:10][CH:11]=1)[N:8]=[C:7]([C:12]1[CH:17]=[CH:16][C:15]3[O:18][CH2:19][O:20][C:14]=3[CH:13]=1)[N:6]=[CH:5]2.[C:21](=[NH:35])(SCC1C=CC2C(=CC=CC=2)C=1)[CH3:22]>C(O)C>[O:18]1[C:15]2[CH:16]=[CH:17][C:12]([C:7]3[N:6]=[CH:5][C:4]4[C:9](=[CH:10][CH:11]=[C:2]([NH:1][C:21](=[NH:35])[CH3:22])[CH:3]=4)[N:8]=3)=[CH:13][C:14]=2[O:20][CH2:19]1. Procedure: A suspension in ethanol (80 ml) of 6-amino-2-(3,4-methylendi-oxy-phenyl)-quinazoline (5 g, 0.019 mol) and S-2-naphthylmethyl thioacetimidate bromidrate (5.63 g, 0.019 mol, prepared as described in Tetrahedron Letters 38, 179-182 (1997), was stirred at r.t. for 24 hrs. Then S-2-naphthylmethyl thioacetimidate bromidrate (2.8 g, 0.010 mol) was added and the mixture was stirred at r.t. for further 24 hrs., then was concentrated under reduced pressure. The residue was partitioned between ethyl acetat...